This data is from the Open Reaction Database (ORD), a public repository of structured organic reaction records. The task is: describe an organic reaction: reactants, conditions, products, and yield Starting materials: NC=1C=NC=CC1N1C[C@H]([C@H]([C@H](C1)C)N1N=NC(=C1)CO)NC(OC(C)(C)C)=O (tert-butyl (3R,4S,5S)-1-(3-aminopyridin-4-yl)-4-(4-(hydroxymethyl)-1H-1,2,3-triazol-1-yl)-5-methylpiperidin-3-ylcarbamate), C([O-])([O-])=O.[K+].[K+] (potassium carbonate), CCN=C=NCCCN(C)C (EDCI), C1=CC2=C(N=C1)N(N=N2)O (HOAT), FC1=C(C(=CC=C1)F)C1=C(C=CC(=N1)C(=O)O)F (6-(2,6-difluorophenyl)-5-fluoropicolinic acid). Solvent: CCOC(=O)C (EtOAc), C(Cl)Cl (DCM), C(C)#N.CN(C)C=O (Acetonitrile DMF), CCO (EtOH), CN(C)C=O (DMF). Reaction conditions: time 1 hour. The product is N[C@@H]1CN(C[C@@H]([C@@H]1N1N=NC(=C1)CO)C)C1=C(C=NC=C1)NC(C1=NC(=C(C=C1)F)C1=C(C=CC=C1F)F)=O (N-(4-((3R,4S,5S)-3-amino-4-(4-(hydroxymethyl)-1H-1,2,3-triazol-1-yl)-5-methylpiperidin-1-yl)pyridin-3-yl)-6-(2,6-difluorophenyl)-5-fluoropicolinamide). Yield: 69.0%. Reaction SMILES: [NH2:1][C:2]1[CH:3]=[N:4][CH:5]=[CH:6][C:7]=1[N:8]1[CH2:13][C@H:12]([CH3:14])[C@H:11]([N:15]2[CH:19]=[C:18]([CH2:20][OH:21])[N:17]=[N:16]2)[C@H:10]([NH:22]C(=O)OC(C)(C)C)[CH2:9]1.CCN=C=NCCCN(C)C.C1C=NC2N(O)N=NC=2C=1.[F:51][C:52]1[CH:57]=[CH:56][CH:55]=[C:54]([F:58])[C:53]=1[C:59]1[N:64]=[C:63]([C:65](O)=[O:66])[CH:62]=[CH:61][C:60]=1[F:68].C(=O)([O-])[O-].[K+].[K+]>C(#N)C.CN(C=O)C.CN(C=O)C.CCOC(C)=O.CCO.C(Cl)Cl>[NH2:22][C@H:10]1[C@@H:11]([N:15]2[CH:19]=[C:18]([CH2:20][OH:21])[N:17]=[N:16]2)[C@@H:12]([CH3:14])[CH2:13][N:8]([C:7]2[CH:6]=[CH:5][N:4]=[CH:3][C:2]=2[NH:1][C:65](=[O:66])[C:63]2[CH:62]=[CH:61][C:60]([F:68])=[C:59]([C:53]3[C:52]([F:51])=[CH:57][CH:56]=[CH:55][C:54]=3[F:58])[N:64]=2)[CH2:9]1 |f:4.5.6,7.8|. Procedure: To a round-bottomed flask was added tert-butyl (3R,4S,5S)-1-(3-aminopyridin-4-yl)-4-(4-(hydroxymethyl)-1H-1,2,3-triazol-1-yl)-5-methylpiperidin-3-ylcarbamate (1.0 equiv.) and BSA (2.5 equiv.) in Acetonitrile/DMF (4/1, 0.05 M) to give a orange suspension. The mixture was stirred at room temperature for 1 hr at which time all of the solids had dissolved into solution. The mixture was taken to dryness. The crude in DMF (0.10 M) was added EDCI (2.4 equiv.), HOAT (2.4 equiv.) and 6-(2,6-difluoropheny... The reactants are Cl.COC(=O)[C@H]1NC[C@H](C1)O ((2S,4S)-4-hydroxy-pyrrolidine-2-carboxylic acid methyl ester hydrochloride), solution, N (ammonia). Run in CO (methanol). Reaction conditions: time 4 hour. Product: O[C@H]1C[C@H](NC1)C(=O)N ((2S,4S)-4-hydroxy-pyrrolidine-2-carboxylic acid amide). RXN SMILES: Cl.C[O:3][C:4]([C@@H:6]1[CH2:10][C@H:9]([OH:11])[CH2:8][NH:7]1)=O.[NH3:12]>CO>[OH:11][C@@H:9]1[CH2:8][NH:7][C@H:6]([C:4]([NH2:12])=[O:3])[CH2:10]1 |f:0.1|. Reported procedure: A solution of (2S,4S)-4-hydroxy-pyrrolidine-2-carboxylic acid methyl ester hydrochloride (1 g) in a 7M solution of ammonia in methanol (10 ml) is stirred for 18 hours then evaporated and triturated with diethyl ether. The residue is dissolved in the minimum volume of hot methanol and stood at 4° C. for 4 hours. The title compound is isolated by filtration as a white solid. The reactants are CCOC(=O)C(Cc1ccc(OCCc2nc(-c3ccccc3)oc2C)cc1)NCc1ccc(F)cc1, CCO, [Na+], [OH-]. Product: Cc1oc(-c2ccccc2)nc1CCOc1ccc(CC(NCc2ccc(F)cc2)C(=O)O)cc1. Reaction SMILES: [CH2:1]([CH3:2])[O:3][C:4]([CH:5]([CH2:6][c:7]1[cH:8][cH:9][c:10]([O:13][CH2:14][CH2:15][c:16]2[n:17][c:18](-[c:22]3[cH:23][cH:24][cH:25][cH:26][cH:27]3)[o:19][c:20]2[CH3:21])[cH:11][cH:12]1)[NH:28][CH2:29][c:30]1[cH:31][cH:32][c:33]([F:36])[cH:34][cH:35]1)=[O:37].[CH3:40][CH2:41][OH:42].[Na+:39].[OH-:38]>>[O:3]=[C:4]([CH:5]([CH2:6][c:7]1[cH:8][cH:9][c:10]([O:13][CH2:14][CH2:15][c:16]2[n:17][c:18](-[c:22]3[cH:23][cH:24][cH:25][cH:26][cH:27]3)[o:19][c:20]2[CH3:21])[cH:11][cH:12]1)[NH:28][CH2:29][c:30]1[cH:31][cH:32][c:33]([F:36])[cH:34][cH:35]1)[OH:37]. Starting materials: O1C(CCCC1)OC=1C=C(C=CC1)N1CCN(CC1)C(=O)OC(C)(C)C (tert-butyl 4-[3-(tetrahydropyran-2-yloxy)phenyl]piperazine-1-carboxylate), C1(=CC=C(C=C1)S(=O)(=O)[O-])C.[NH+]1=CC=CC=C1 (pyridinium p-toluene sulfonate). Solvent: C(C)O (ethanol). Yields the product OC=1C=C(C=CC1)N1CCN(CC1)C(=O)OC(C)(C)C (tert-butyl 4-(3-hydroxyphenyl)piperazine-1-carboxylate). Yield: 93.1%. Reaction SMILES: O1CCCCC1[O:7][C:8]1[CH:9]=[C:10]([N:14]2[CH2:19][CH2:18][N:17]([C:20]([O:22][C:23]([CH3:26])([CH3:25])[CH3:24])=[O:21])[CH2:16][CH2:15]2)[CH:11]=[CH:12][CH:13]=1.C1(C)C=CC(S([O-])(=O)=O)=CC=1.[NH+]1C=CC=CC=1>C(O)C>[OH:7][C:8]1[CH:9]=[C:10]([N:14]2[CH2:19][CH2:18][N:17]([C:20]([O:22][C:23]([CH3:26])([CH3:25])[CH3:24])=[O:21])[CH2:16][CH2:15]2)[CH:11]=[CH:12][CH:13]=1 |f:1.2|. Procedure details: A mixture of tert-butyl 4-[3-(tetrahydropyran-2-yloxy)phenyl]piperazine-1-carboxylate (5.20 g, 14.4 mmol) prepared in Reference Example 199 and a catalytic amount of pyridinium p-toluene sulfonate in ethanol (100 ml) was stirred at 70° C. for 1.5 hours. The reaction mixture was concentrated under reduced pressure, and methylene chloride and a saturated sodium hydrogencarbonate aqueous solution were added to the residue, which was stirred for a while. The resulting precipitates were collected by ... The reactants are IC1=CC=CC=C1 (iodobenzene), O1CCC=C1 (dihydrofuran), C(C)(=O)[O-].[K+] (potassium acetate), C1(=CC=CC=C1)P(C1=CC=CC=C1)C1=CC=CC=C1 (triphenylphosphine). The reagents and catalysts are [N+](CCCC)(CCCC)(CCCC)CCCC.[Cl-] (n-Bu4NCl), C(C)(=O)[O-].[Pd+2].C(C)(=O)[O-] (palladium acetate). Solvent: CN(C)C=O (DMF), O (water). Product: C1(=CC=CC=C1)C1OC=CC1 (2-Phenyl-2,3-dihydrofuran). The yield is 58.0%. Reaction SMILES: I[C:2]1[CH:7]=[CH:6][CH:5]=[CH:4][CH:3]=1.[O:8]1[CH:12]=[CH:11][CH2:10][CH2:9]1.C([O-])(=O)C.[K+].C1(P(C2C=CC=CC=2)C2C=CC=CC=2)C=CC=CC=1>[N+](CCCC)(CCCC)(CCCC)CCCC.[Cl-].C([O-])(=O)C.[Pd+2].C([O-])(=O)C.O.CN(C=O)C>[C:2]1([CH:12]2[CH2:11][CH:10]=[CH:9][O:8]2)[CH:7]=[CH:6][CH:5]=[CH:4][CH:3]=1 |f:2.3,5.6,7.8.9|. Procedure: Table 1, Entry 5. In the reaction tube were mixed iodobenzene (0.102 g, 0.5 mmol), dihydrofuran (0.350 g, 5.0 mmol), palladium acetate (0.00281 g, 0.0125 mmol), potassium acetate (0.147 g,1.5 mmol), n-Bu4NCl (0.139 g, 0.5 mmol), triphenylphosphine (0.00328 g, 0.0125 mmol) and 1.0 ml DMF.under nitrogen. The contents of the flask were irradiated for 6.00 min with an effect of 60 W. After cooling, the product mixture was poured into 25 ml water and was extracted three times with 25 ml DCM. The comb... Reactants: CCCCCC, CCOC(C)=O, Cc1c(C)c2c(c(C)c1OCc1ccccc1)CCC(C)(CCOC(=O)C(C)c1ccc(-c3ccccc3)c(F)c1)O2. Yields the product Cc1c(C)c2c(c(C)c1O)CCC(C)(CCOC(=O)C(C)c1ccc(-c3ccccc3)c(F)c1)O2. As a reaction SMILES: [CH3:43][CH2:44][CH2:45][CH2:46][CH2:47][CH3:48].[CH3:49][CH2:50][O:51][C:52](=[O:53])[CH3:54].[F:1][c:2]1[cH:3][c:4]([CH:14]([C:15](=[O:16])[O:17][CH2:18][CH2:19][C:20]2([CH3:41])[CH2:21][CH2:22][c:23]3[c:24]([c:26]([CH3:40])[c:27]([CH3:39])[c:28]([O:31][CH2:32][c:33]4[cH:34][cH:35][cH:36][cH:37][cH:38]4)[c:29]3[CH3:30])[O:25]2)[CH3:42])[cH:5][cH:6][c:7]1-[c:8]1[cH:9][cH:10][cH:11][cH:12][cH:13]1>>[F:1][c:2]1[cH:3][c:4]([CH:14]([C:15](=[O:16])[O:17][CH2:18][CH2:19][C:20]2([CH3:41])[CH2:21][CH2:22][c:23]3[c:24]([c:26]([CH3:40])[c:27]([CH3:39])[c:28]([OH:31])[c:29]3[CH3:30])[O:25]2)[CH3:42])[cH:5][cH:6][c:7]1-[c:8]1[cH:9][cH:10][cH:11][cH:12][cH:13]1. Starting materials: CCO, Cl, Nc1nc(Cl)c2[nH]cnc2n1, [Na], O. Yields the product CCOc1nc(N)nc2nc[nH]c12. Reaction SMILES: [CH3:2][CH2:3][OH:4].[ClH:16].[NH2:5][c:6]1[n:7][c:8]([Cl:15])[c:9]2[nH:10][cH:11][n:12][c:13]2[n:14]1.[Na:1].[OH2:17]>>[CH3:2][CH2:3][O:4][c:8]1[n:7][c:6]([NH2:5])[n:14][c:13]2[c:9]1[nH:10][cH:11][n:12]2.